This data is from the Open Reaction Database (ORD), a public repository of structured organic reaction records. The task is: describe an organic reaction: reactants, conditions, products, and yield The reactants are OC1=C(C=O)C=CC=C1 (2-hydroxybenzaldehyde), [H-].[Na+] (NaH), ClCCOC (2-chloroethylmethyl ether). The solvent is CN(C)C=O (DMF). Reaction conditions: temperature 70 celsius, time 2 day. The product is COCCOC1=C(C=O)C=CC=C1 (2-[2-(methoxy)ethoxy]benzaldehyde). Yield: 16.6%. As a reaction SMILES: [OH:1][C:2]1[CH:9]=[CH:8][CH:7]=[CH:6][C:3]=1[CH:4]=[O:5].[H-].[Na+].Cl[CH2:13][CH2:14][O:15][CH3:16]>CN(C=O)C>[CH3:16][O:15][CH2:14][CH2:13][O:1][C:2]1[CH:9]=[CH:8][CH:7]=[CH:6][C:3]=1[CH:4]=[O:5] |f:1.2|. Procedure: To a solution of 2-hydroxybenzaldehyde (6.11 g, 0.05 mol) in DMF (50 ml) under argon in an ice bath was added NaH (2.0 g, 0.05 mol, 60% dispersion in mineral oil), followed 1 hour later by 2-chloroethylmethyl ether (4.73 g, 0.05 mol). The reaction mixture was allowed to stand for about 2 days, then was heated at 70° C. for 7 hours. The reaction mixture was stripped to dryness, the residue was partitioned between water and CHCl3, the layers were separated and the aqueous layer was extracted with ... The reactants are C(C)(C)(C)C1=CC=C(C=C1)C(C#N)=C(C1=C(C=CC=C1)C(F)(F)F)O (α-(4-tert-butylphenyl)-β-hydroxy-β-(2-trifluoromethylphenyl)acrylonitrile), C([O-])([O-])=O.[Na+].[Na+] (sodium carbonate), ClC1=C(SC=C1)C(=O)OC (methyl chlorothiolformate). Solvent: C(C)C(=O)C (methyl ethyl ketone), C(C)C(=O)C (methyl ethyl ketone). Run at temperature 70 celsius, time 30 minute. Product: C(C)(C)(C)C1=CC=C(C=C1)C(C#N)=C(C1=C(C=CC=C1)C(F)(F)F)OC(=O)SC (α-(4-tert-Butylphenyl)-β-[(methylthio)carbonyloxy]-β-(2-trifluoromethylphenyl)acrylonitrile). The yield is 98.2%. As a reaction SMILES: [C:1]([C:5]1[CH:10]=[CH:9][C:8]([C:11](=[C:14]([OH:25])[C:15]2[CH:20]=[CH:19][CH:18]=[CH:17][C:16]=2[C:21]([F:24])([F:23])[F:22])[C:12]#[N:13])=[CH:7][CH:6]=1)([CH3:4])([CH3:3])[CH3:2].[C:26](=[O:29])([O-])[O-].[Na+].[Na+].ClC1C=C[S:35][C:34]=1C(OC)=O>C(C(C)=O)C>[C:1]([C:5]1[CH:10]=[CH:9][C:8]([C:11](=[C:14]([O:25][C:26]([S:35][CH3:34])=[O:29])[C:15]2[CH:20]=[CH:19][CH:18]=[CH:17][C:16]=2[C:21]([F:23])([F:24])[F:22])[C:12]#[N:13])=[CH:7][CH:6]=1)([CH3:4])([CH3:2])[CH3:3] |f:1.2.3|. Procedure: A mixture comprising 5.0 g of α-(4-tert-butylphenyl)-β-hydroxy-β-(2-trifluoromethylphenyl)acrylonitrile, 1.5 g of sodium carbonate and 30 ml of methyl ethyl ketone, was heated to 70° C., and a mixture comprising 2.1 g of methyl chlorothiolformate and 10 ml of methyl ethyl ketone, was dropwise added over a period of 10 minutes. After completion of the dropwise addition, the reaction was carried out for 30 minutes at a temperature of from 70 to 75° C. The reaction mixture was cooled, and then an i... The reactants are C(CN)N (ethylene diamine), C(C(C)O)O (propylene glycol), CC(C(C)O)O (2,3-butanediol). Solvent: O (water). Yields the product CC(C(C)O)O (2,3-butanediol), CC1=NC=CN=C1C (2,3-dimethylpyrazine). Reaction SMILES: C(O)C(O)C.[CH3:6][CH:7]([OH:11])[CH:8]([OH:10])[CH3:9].[CH2:12]([NH2:15])[CH2:13][NH2:14]>O>[CH3:6][CH:7]([OH:11])[CH:8]([OH:10])[CH3:9].[CH3:6][C:7]1[C:8]([CH3:9])=[N:15][CH:12]=[CH:13][N:14]=1. Procedure: The procedure in Example 2 was repeated except that propylene glycol was replaced by 2,3-butanediol, water was not used and the mixing (molar) ratio of the mixed gas was changed to ethylene diamine: 2,3-butanediol:nitrogen=1:1.2:0.7 to produce 2,3-dimethylpyrazine. The rate of conversion was 100% and the yield of 2,3-dimethylpyrazine was 72%. Reactants: solution, ClC1=CC=CC(=N1)C(=O)NC1=C2C=NNC2=CC(=C1)C1=C2C=CNC2=CC=C1 (6-Chloro-N-[6-(1H-indol-4-yl)-1H-indazol-4-yl]-2-pyridinecarboxamide), CCN(C(C)C)C(C)C (DIPEA), C(C)NCC (diethylamine), C(C)NCC (diethylamine), C(C)NCC (Diethylamine), CCN(C(C)C)C(C)C (DIPEA), C(C)NCC (diethylamine). Procedure: To a microwave vial was added 2 ml of a solution of 6-chloro-N-[6-(1H-indol-4-yl)-1H-indazol-4-yl]-2-pyridinecarboxamide (350 mg, 0.90 mmol, prepared as described in Example 18) in DMSO (14 ml). Diethylamine (0.027 ml, 0.26 mmol) and DIPEA (0.113 ml) were added and the mixture was heated at 160° C. for 2 h under microwave irradiation. Further diethylamine (0.027 ml, 0.26 mmol) was added and the mixture was heated at 160° C. for 2 h under microwave irradiation. Again, diethylamine (0.027 ml, 0.26... Run at temperature 160 celsius. The product is C(C)N(C1=CC=CC(=N1)C(=O)NC1=C2C=NNC2=CC(=C1)C1=C2C=CNC2=CC=C1)CC (6-(Diethylamino)-N-[6-(1H-indol-4-yl)-1H-indazol-4-yl]-2-pyridinecarboxamide). Isolated yield 4.3%. The solvent is CS(=O)C (DMSO), CS(=O)C.CO (DMSO MeOH). RXN SMILES: Cl[C:2]1[N:7]=[C:6]([C:8]([NH:10][C:11]2[CH:19]=[C:18]([C:20]3[CH:28]=[CH:27][CH:26]=[C:25]4[C:21]=3[CH:22]=[CH:23][NH:24]4)[CH:17]=[C:16]3[C:12]=2[CH:13]=[N:14][NH:15]3)=[O:9])[CH:5]=[CH:4][CH:3]=1.[CH2:29]([NH:31][CH2:32][CH3:33])[CH3:30].CCN(C(C)C)C(C)C>CS(C)=O.CS(C)=O.CO>[CH2:29]([N:31]([CH2:32][CH3:33])[C:2]1[N:7]=[C:6]([C:8]([NH:10][C:11]2[CH:19]=[C:18]([C:20]3[CH:28]=[CH:27][CH:26]=[C:25]4[C:21]=3[CH:22]=[CH:23][NH:24]4)[CH:17]=[C:16]3[C:12]=2[CH:13]=[N:14][NH:15]3)=[O:9])[CH:5]=[CH:4][CH:3]=1)[CH3:30] |f:4.5|. The reactants are C(C=C)Br (Allyl bromide), [H-].[Na+] (sodium hydride), C(=O)(OCC1=CC=CC=C1)NC=1C=C2CCCC2=CC1 (N-(Carbobenzyloxy)-5-aminoindan), [H][H] (hydrogen). The solvent is C(C)(=O)OCC (ethyl acetate), O (water), C(C)(=O)OCC (ethyl acetate), O1CCCC1 (tetrahydrofuran). Run at time 1 hour. The product is C(=O)(OCC1=CC=CC=C1)N(C=1C=C2CCCC2=CC1)CC=C (N-(Carbobenzyloxy)-N-(allyl)-5-aminoindan). As a reaction SMILES: [H-].[Na+].[C:3]([NH:13][C:14]1[CH:15]=[C:16]2[C:20](=[CH:21][CH:22]=1)[CH2:19][CH2:18][CH2:17]2)([O:5][CH2:6][C:7]1[CH:12]=[CH:11][CH:10]=[CH:9][CH:8]=1)=[O:4].[H][H].[CH2:25](Br)[CH:26]=[CH2:27]>C(OCC)(=O)C.O.O1CCCC1>[C:3]([N:13]([CH2:27][CH:26]=[CH2:25])[C:14]1[CH:15]=[C:16]2[C:20](=[CH:21][CH:22]=1)[CH2:19][CH2:18][CH2:17]2)([O:5][CH2:6][C:7]1[CH:8]=[CH:9][CH:10]=[CH:11][CH:12]=1)=[O:4] |f:0.1|. Reported procedure: A sodium hydride/mineral dispersion (50%, 2.00 g) is carefully added to a solution of N-(carbobenzyloxy)-5-aminoindan (XVIA, EXAMPLE 41, 8.856 g) in freshly distilled tetrahydrofuran (about 350 ml) at 20° under argon. The reaction is mildly exothermic with evolution of hydrogen gas. Allyl bromide (3.4 ml, 4.8 g) is then added over 1 min. The mixture is stirred at 20°-25° for 1 hr forming a solid. The mixture is then heated at reflux for 3.5 hr then stirred at 20°-25° overnight. An aliquot is tak... Reactants: O=C(C(C(=O)OCC)CC(C)=O)CC (Ethyl 3-oxo-2-(2-oxopropyl)pentanoate), FC=1C=C(N)C=C(C1)F (3,5-difluoroaniline). Run in C(C)(=O)O (acetic acid). Conditions: temperature 80 celsius, time 2.5 hour. Yields the product FC=1C=C(C=C(C1)F)N1C(=C(C=C1C)C(=O)OCC)CC (1-(3,5-Difluorophenyl)-3-ethoxycarbonyl-2-ethyl-5-methyl-1H-pyrrole). Isolated yield 98.0%. As a reaction SMILES: O=[C:2]([CH2:13][CH3:14])[CH:3]([CH2:9][C:10](=O)[CH3:11])[C:4]([O:6][CH2:7][CH3:8])=[O:5].[F:15][C:16]1[CH:17]=[C:18]([CH:20]=[C:21]([F:23])[CH:22]=1)[NH2:19]>C(O)(=O)C>[F:15][C:16]1[CH:17]=[C:18]([N:19]2[C:10]([CH3:11])=[CH:9][C:3]([C:4]([O:6][CH2:7][CH3:8])=[O:5])=[C:2]2[CH2:13][CH3:14])[CH:20]=[C:21]([F:23])[CH:22]=1. Reported procedure: Ethyl 3-oxo-2-(2-oxopropyl)pentanoate (200 mg) and 3,5-difluoroaniline (380 mg) were dissolved in acetic acid (10 mL), and stirred at 80° C. for 2.5 hours. The reaction liquid was cooled to room temperature, then the solvent was evaporated off, the residue was diluted with chloroform, and washed with aqueous saturated sodium hydrogencarbonate solution. The extract was washed with saturated saline water, then dried with anhydrous sodium sulfate, then the solvent was evaporated off, and the obtain... Reactants: CC(=O)O, CC(C)(C)O, CC=C(C)C, C[Si](C)(C)C=[N+]=[N-], [O-][Cl+][O-], C[Si](C)(C)CCOCn1nc(C=O)c2ccc([N+](=O)[O-])cc21, [Na+], [Na+], O, O=P([O-])(O)O. The product is COC(=O)c1nn(COCC[Si](C)(C)C)c2cc([N+](=O)[O-])ccc12. Reaction SMILES: [C:45]([OH:46])(=[O:47])[CH3:48].[C:50]([OH:51])([CH3:52])([CH3:53])[CH3:54].[CH3:23][C:24](=[CH:25][CH3:26])[CH3:27].[CH3:38][Si:39]([CH:40]=[N+:41]=[N-:42])([CH3:43])[CH3:44].[Cl+:34]([O-:35])[O-:36].[N+:1](=[O:2])([O-:3])[c:4]1[cH:5][cH:6][c:7]2[c:8]([CH:21]=[O:22])[n:9][n:10]([CH2:13][O:14][CH2:15][CH2:16][Si:17]([CH3:18])([CH3:19])[CH3:20])[c:11]2[cH:12]1.[Na+:33].[Na+:37].[OH2:49].[P:28]([O-:29])([OH:30])([OH:31])=[O:32]>>[N+:1](=[O:2])([O-:3])[c:4]1[cH:5][cH:6][c:7]2[c:8]([C:21](=[O:22])[O:47][CH3:45])[n:9][n:10]([CH2:13][O:14][CH2:15][CH2:16][Si:17]([CH3:18])([CH3:19])[CH3:20])[c:11]2[cH:12]1.